This data is from the Open Reaction Database (ORD), a public repository of structured organic reaction records. The task is: describe an organic reaction: reactants, conditions, products, and yield The reactants are C(C)C(CC)OC1=C(C(=NC(=C1)C)NC1=C(C=C(C=C1C)C)C)N (4-(1-ethyl-propoxy)-6-methyl-N2-(2,4,6-trimethyl-phenyl)-pyridine-2,3-diamine), C(OC)(OC)OC (trimethyl orthoformate), C1(=CC=C(C=C1)S(=O)(=O)O)C (p-toluenesulfonic acid). The solvent is C1(=CC=CC=C1)C (toluene). Yields the product C(C)C(CC)OC1=C2C(=NC(=C1)C)N(C=N2)C2=C(C=C(C=C2C)C)C (7-(1-Ethyl-propoxy)-5-methyl-3-(2,4,6-trimethyl-phenyl)-3H-imidazo[4,5-b]pyridine). As a reaction SMILES: [CH2:1]([CH:3]([O:6][C:7]1[CH:12]=[C:11]([CH3:13])[N:10]=[C:9]([NH:14][C:15]2[C:20]([CH3:21])=[CH:19][C:18]([CH3:22])=[CH:17][C:16]=2[CH3:23])[C:8]=1[NH2:24])[CH2:4][CH3:5])[CH3:2].[CH:25](OC)(OC)OC.C1(C)C=CC(S(O)(=O)=O)=CC=1>C1(C)C=CC=CC=1>[CH2:1]([CH:3]([O:6][C:7]1[CH:12]=[C:11]([CH3:13])[N:10]=[C:9]2[N:14]([C:15]3[C:20]([CH3:21])=[CH:19][C:18]([CH3:22])=[CH:17][C:16]=3[CH3:23])[CH:25]=[N:24][C:8]=12)[CH2:4][CH3:5])[CH3:2]. Reported procedure: A mixture of 4-(1-ethyl-propoxy)-6-methyl-N2-(2,4,6-trimethyl-phenyl)-pyridine-2,3-diamine, trimethyl orthoformate, p-toluenesulfonic acid monohyrate in toluene was heated at reflux using Dean-Stark apparatus for 24 hours. The mixture was heated at reflux overnight. The mixture was quenched with water, sat. NaHCO3, extracted with ethyl acetate. The organic layer was separated, dried (MgSO4) and concentrated to dryness. After purification, the title compound was isolated. Anal. For C21H29N3O.¼H2O...